From a dataset of the Open Reaction Database (ORD), a public repository of structured organic reaction records. describe an organic reaction: reactants, conditions, products, and yield Starting materials: CC1Cc2ccc(Br)cc2CN1c1cc(N2CCN(C)CC2)nc(N)n1, O=C([O-])O, CCn1cc(B2OC(C)(C)C(C)(C)O2)cn1, C1COCCO1, CO, [Na+], O, c1ccc(P(c2ccccc2)(c2ccccc2)[Pd](P(c2ccccc2)(c2ccccc2)c2ccccc2)(P(c2ccccc2)(c2ccccc2)c2ccccc2)P(c2ccccc2)(c2ccccc2)c2ccccc2)cc1. Product: CCn1cc(-c2ccc3c(c2)CN(c2cc(N4CCN(C)CC4)nc(N)n2)C(C)C3)cn1. RXN SMILES: [Br:1][c:2]1[cH:3][cH:4][c:5]2[c:10]([cH:11]1)[CH2:9][N:8]([c:12]1[n:13][c:14]([NH2:25])[n:15][c:16]([N:18]3[CH2:19][CH2:20][N:21]([CH3:24])[CH2:22][CH2:23]3)[cH:17]1)[CH:7]([CH3:26])[CH2:6]2.[C:43](=[O:44])([OH:45])[O-:46].[CH2:27]([CH3:28])[n:29]1[n:30][cH:31][c:32]([B:34]2[O:35][C:36]([CH3:37])([CH3:38])[C:39]([CH3:40])([CH3:41])[O:42]2)[cH:33]1.[CH2:48]1[O:49][CH2:50][CH2:51][O:52][CH2:53]1.[CH3:54][OH:55].[Na+:47].[OH2:133].[cH:56]1[cH:57][cH:58][c:59]([P:60]([Pd:61]([P:62]([c:63]2[cH:64][cH:65][cH:66][cH:67][cH:68]2)([c:69]2[cH:70][cH:71][cH:72][cH:73][cH:74]2)[c:75]2[cH:76][cH:77][cH:78][cH:79][cH:80]2)([P:81]([c:82]2[cH:83][cH:84][cH:85][cH:86][cH:87]2)([c:88]2[cH:89][cH:90][cH:91][cH:92][cH:93]2)[c:94]2[cH:95][cH:96][cH:97][cH:98][cH:99]2)[P:100]([c:101]2[cH:102][cH:103][cH:104][cH:105][cH:106]2)([c:107]2[cH:108][cH:109][cH:110][cH:111][cH:112]2)[c:113]2[cH:114][cH:115][cH:116][cH:117][cH:118]2)([c:119]2[cH:120][cH:121][cH:122][cH:123][cH:124]2)[c:125]2[cH:126][cH:127][cH:128][cH:129][cH:130]2)[cH:131][cH:132]1>>[c:2]1(-[c:32]2[cH:31][n:30][n:29]([CH2:27][CH3:28])[cH:33]2)[cH:3][cH:4][c:5]2[c:10]([cH:11]1)[CH2:9][N:8]([c:12]1[n:13][c:14]([NH2:25])[n:15][c:16]([N:18]3[CH2:19][CH2:20][N:21]([CH3:24])[CH2:22][CH2:23]3)[cH:17]1)[CH:7]([CH3:26])[CH2:6]2. The reactants are C(C)(C)NC=1OC(=NN1)C=1C=C2C(=CNC2=CC1)[N+](=O)[O-] (N-isopropyl-5-(3-nitro-1H-indol-5-yl)-1,3,4-oxadiazol-2-amine), NN (NH2NH2). Reagents/catalysts: [Ni] (Ni). The solvent is CO (MeOH). Conditions: time 1 hour. Product: NC1=CNC2=CC=C(C=C12)C1=NN=C(O1)NC(C)C (5-(3-amino-1H-indol-5-yl)-N-isopropyl-1,3,4-oxadiazol-2-amine). Yield: 27.8%. As a reaction SMILES: [CH:1]([NH:4][C:5]1[O:6][C:7]([C:10]2[CH:11]=[C:12]3[C:16](=[CH:17][CH:18]=2)[NH:15][CH:14]=[C:13]3[N+:19]([O-])=O)=[N:8][N:9]=1)([CH3:3])[CH3:2].NN>CO.[Ni]>[NH2:19][C:13]1[C:12]2[C:16](=[CH:17][CH:18]=[C:10]([C:7]3[O:6][C:5]([NH:4][CH:1]([CH3:3])[CH3:2])=[N:9][N:8]=3)[CH:11]=2)[NH:15][CH:14]=1. Procedure: To a suspension of Raney-Ni (100 mg) in MeOH (2 mL) was added N-isopropyl-5-(3-nitro-1H-indol-5-yl)-1,3,4-oxadiazol-2-amine (200 mg, 0.698 mmol) followed by addition of NH2NH2 (0.2 mL). The reaction mixture was stirred at RT for 1 h. The mixture was then filtered through a plug of Celite and the filtrate was concentrated. The residue was treated with water and the resulting suspension was filtered, washed with water and dried. The crude product was purified by washing with petroleum ether (2×5 m... Reactants: CC(=O)OC1CSC(Oc2cnccc2Br)C(OC(C)=O)C1OC(C)=O, Cc1noc(C)c1B(O)O. Yields the product CC(=O)OC1CSC(Oc2cnccc2-c2c(C)noc2C)C(OC(C)=O)C1OC(C)=O. Reaction SMILES: [C:1]([CH3:2])(=[O:3])[O:4][CH:5]1[CH:6]([O:7][c:8]2[cH:9][n:10][cH:11][cH:12][c:13]2[Br:14])[S:15][CH2:16][CH:17]([O:23][C:24]([CH3:25])=[O:26])[CH:18]1[O:19][C:20]([CH3:21])=[O:22].[CH3:27][c:28]1[n:29][o:30][c:31]([CH3:36])[c:32]1[B:33]([OH:34])[OH:35]>>[C:1]([CH3:2])(=[O:3])[O:4][CH:5]1[CH:6]([O:7][c:8]2[cH:9][n:10][cH:11][cH:12][c:13]2-[c:32]2[c:28]([CH3:27])[n:29][o:30][c:31]2[CH3:36])[S:15][CH2:16][CH:17]([O:23][C:24]([CH3:25])=[O:26])[CH:18]1[O:19][C:20]([CH3:21])=[O:22]. The reactants are resultant solution, OC1=C(N=NC(=C1)Cl)Cl (4-hydroxy-3,6-dichloropyridazine), resultant mixture, C1(CC1)C1=C(C(=CC=C1)C)O (2-cyclopropyl-6-methylphenol), ClC1=C(C=CC=C1)Cl (1,2-dichlorobenzene), [OH-].[Na+] (sodium hydroxide). Run in C(C)(C)(C)O (t-butanol). Reaction conditions: time 30 minute. Yields the product ClC1=CC(=C(N=N1)OC1=C(C=CC=C1C)C1CC1)O (6-chloro-3-(2-cyclopropyl-6-methylphenoxy)-4-pyridazinol). The yield is 103.4%. RXN SMILES: [CH:1]1([C:4]2[CH:9]=[CH:8][CH:7]=[C:6]([CH3:10])[C:5]=2[OH:11])[CH2:3][CH2:2]1.ClC1C=CC=CC=1Cl.[OH-].[Na+].[OH:22][C:23]1[CH:28]=[C:27]([Cl:29])[N:26]=[N:25][C:24]=1Cl>C(O)(C)(C)C>[Cl:29][C:27]1[N:26]=[N:25][C:24]([O:11][C:5]2[C:6]([CH3:10])=[CH:7][CH:8]=[CH:9][C:4]=2[CH:1]2[CH2:3][CH2:2]2)=[C:23]([OH:22])[CH:28]=1 |f:2.3|. Procedure details: To a mixture of 13.0 g (87.0 mmol) of 2-cyclopropyl-6-methylphenol and 1,2-dichlorobenzene (78.3 mL) was added 3.67 g (87.0 mmol) of 95% sodium hydroxide at room temperature. The resultant mixture was heated to 180° C. and subjected to azeotropic dehydration under reflux while stirring for 30 minutes. To the resultant solution was added dropwise the preliminarily prepared solution of 5.00 g (purity: 95.7%; 29.0 mmol) of 4-hydroxy-3,6-dichloropyridazine in t-butanol (95.0 g) at 180° C. over 5 hou... Starting materials: P(=O)(Cl)(Cl)Cl (phosphoryl chloride), ClC=1C(=CC(=[N+](C1)[O-])C)[N+](=O)[O-] (5-chloro-4-nitro-2-methyl-pyridine-N-oxide), [OH-].[Na+] (NaOH). Solvent: ClCCl (dichloromethane), ClCCl (dichloromethane). Product: ClC1=CC(=[N+](C=C1Cl)[O-])C (4,5-dichloro-2-methylpyridine-N-oxide). As a reaction SMILES: [Cl:1][C:2]1[C:3]([N+]([O-])=O)=[CH:4][C:5]([CH3:9])=[N+:6]([O-:8])[CH:7]=1.P(Cl)(Cl)([Cl:15])=O.[OH-].[Na+]>ClCCl>[Cl:15][C:3]1[C:2]([Cl:1])=[CH:7][N+:6]([O-:8])=[C:5]([CH3:9])[CH:4]=1 |f:2.3|. Reported procedure: To a stirred and cooled solution of 5-chloro-4-nitro-2-methyl-pyridine-N-oxide (9.7 g) in dichloromethane (100 ml) at 5°-10°, a solution of phosphoryl chloride (14.7 ml) in dichloromethane (100 ml) was added. The solution was heated under reflux for 4.5 hours, poured on ice-water and basified (NaOH) to pH 8-9. The dichloromethane was separated, dried (K2CO3), stripped and the residue triturated with ether filtered, washed and dried to give 4,5-dichloro-2-methylpyridine-N-oxide, (7.69 g). m.p.120... Starting materials: OC1=CC=C(C=C1)C(=O)N1[C@@H](CCC1)CN1CCCC1 ((4-Hydroxy-phenyl)-(2-(S)-pyrrolidin-1-ylmethyl-pyrrolidin-1-yl)-methanone), ClCC1=CC=C(C(=O)N(C)C)C=C1 (4-chloromethyl-N,N-dimethyl-benzamide). The product is CN(C(C1=CC=C(C=C1)COC1=CC=C(C=C1)C(=O)N1[C@@H](CCC1)CN1CCCC1)=O)C (N,N-Dimethyl-4-[4-(2-(S)-pyrrolidin-1-ylmethyl-pyrrolidine-1-carbonyl)-phenoxymethyl]-benzamide). RXN SMILES: [OH:1][C:2]1[CH:7]=[CH:6][C:5]([C:8]([N:10]2[CH2:14][CH2:13][CH2:12][C@H:11]2[CH2:15][N:16]2[CH2:20][CH2:19][CH2:18][CH2:17]2)=[O:9])=[CH:4][CH:3]=1.Cl[CH2:22][C:23]1[CH:33]=[CH:32][C:26]([C:27]([N:29]([CH3:31])[CH3:30])=[O:28])=[CH:25][CH:24]=1>>[CH3:31][N:29]([CH3:30])[C:27](=[O:28])[C:26]1[CH:32]=[CH:33][C:23]([CH2:22][O:1][C:2]2[CH:7]=[CH:6][C:5]([C:8]([N:10]3[CH2:14][CH2:13][CH2:12][C@H:11]3[CH2:15][N:16]3[CH2:17][CH2:18][CH2:19][CH2:20]3)=[O:9])=[CH:4][CH:3]=2)=[CH:24][CH:25]=1. Procedure: The title compound is prepared in a manner substantially analogous to Procedure C using (4-Hydroxy-phenyl)-(2-(S)-pyrrolidin-1-ylmethyl-pyrrolidin-1-yl)-methanone and 4-chloromethyl-N,N-dimethyl-benzamide [CAS 121083-51-0]. MS (ES+) 436.3 Reactants: [N+](=O)([O-])C=1C=CC(=NC1)OC=1C=C2CCC(OC2=CC1)C1=CC=CC=C1 (5-nitro-2-(2-phenylchroman-6-yloxy)pyridine), FC1=C(C=CC=C1)C1OC2=CC=C(C=C2CC1)O (2-(2-fluorophenyl)chroman-6-ol). Yields the product FC1=C(C=CC=C1)C1OC2=CC=C(C=C2CC1)OC1=NC=C(C=C1)[N+](=O)[O-] (2-[2-(2-Fluorophenyl)chroman-6-yloxy]-5-nitropyridine). As a reaction SMILES: [N+:1]([C:4]1[CH:5]=[CH:6][C:7]([O:10][C:11]2[CH:12]=[C:13]3[C:18](=[CH:19][CH:20]=2)[O:17][CH:16]([C:21]2[CH:26]=[CH:25][CH:24]=[CH:23][CH:22]=2)[CH2:15][CH2:14]3)=[N:8][CH:9]=1)([O-:3])=[O:2].[F:27]C1C=CC=CC=1C1CCC2C(=CC=C(O)C=2)O1>>[F:27][C:26]1[CH:25]=[CH:24][CH:23]=[CH:22][C:21]=1[CH:16]1[CH2:15][CH2:14][C:13]2[C:18](=[CH:19][CH:20]=[C:11]([O:10][C:7]3[CH:6]=[CH:5][C:4]([N+:1]([O-:3])=[O:2])=[CH:9][N:8]=3)[CH:12]=2)[O:17]1. Procedure: 2-[2-(2-Fluorophenyl)chroman-6-yloxy]-5-nitropyridine was prepared as described for 5-nitro-2-(2-phenylchroman-6-yloxy)pyridine in Example 1(b) starting from 390 mg of 2-(2-fluorophenyl)chroman-6-ol. The product was purified by column chromatography using heptane-ethyl acetate (4:1) as an eluant. 1H NMR (400 MHz, CDCl3) δ: 9.04 (d, 1H, J 2.8 Hz), 8.60 (dd, 1H, J 9.1, 2.8 Hz), 7.56 (m, 1H), 7.43 (m, 1H), 7.30-7.22 (m, 2H), 7.20 (d, 1H, J 9.1 Hz), 7.02 (d, 1H, J 2.8 Hz), 6.98 (dd, 1H, J 8.7, 2.8 H... Reported procedure: A solution of 1-(4-chlorophenyl)-N-[3-cyano-4-(3-hydroxypropylthio)phenyl]-5-methylpyrazole-4-carboxamide (1.8 g) and methanesulfonyl chloride (0.5 ml) in pyridine (20 ml) was stirred overnight. To the reaction mixture was added aqueous hydrochloric acid solution and the mixture was extracted with ethyl acetate. The organic layer was washed with saturated brine and dried over anhydrous sodium sulfate. The solvent was evaporated under reduced pressure. The residue was purified by silica gel colum... The reactants are ClC1=CC=C(C=C1)N1N=CC(=C1C)C(=O)NC1=CC(=C(C=C1)SCCCO)C#N (1-(4-chlorophenyl)-N-[3-cyano-4-(3-hydroxypropylthio)phenyl]-5-methylpyrazole-4-carboxamide), CS(=O)(=O)Cl (methanesulfonyl chloride), Cl (hydrochloric acid). RXN SMILES: [Cl:1][C:2]1[CH:7]=[CH:6][C:5]([N:8]2[C:12]([CH3:13])=[C:11]([C:14]([NH:16][C:17]3[CH:22]=[CH:21][C:20]([S:23][CH2:24][CH2:25][CH2:26][OH:27])=[C:19]([C:28]#[N:29])[CH:18]=3)=[O:15])[CH:10]=[N:9]2)=[CH:4][CH:3]=1.[CH3:30][S:31](Cl)(=[O:33])=[O:32].Cl>N1C=CC=CC=1>[Cl:1][C:2]1[CH:7]=[CH:6][C:5]([N:8]2[C:12]([CH3:13])=[C:11]([C:14]([NH:16][C:17]3[CH:22]=[CH:21][C:20]([S:23][CH2:24][CH2:25][CH2:26][O:27][S:31]([CH3:30])(=[O:33])=[O:32])=[C:19]([C:28]#[N:29])[CH:18]=3)=[O:15])[CH:10]=[N:9]2)=[CH:4][CH:3]=1. Run in N1=CC=CC=C1 (pyridine). The product is ClC1=CC=C(C=C1)N1N=CC(=C1C)C(=O)NC1=CC(=C(C=C1)SCCCOS(=O)(=O)C)C#N (1-(4-chlorophenyl)-N-[3-cyano-4-(3-methanesulfonyloxypropylthio)phenyl]-5-methylpyrazole-4-carboxamide). Isolated yield 67.7%. Starting materials: C(CCC)[Li] (n-Butyllithium), FC1=C(C=CC=C1)C=1N=NN(C1)C (4-(2-fluorophenyl)-1-methyl-1H-1,2,3-triazole), CN(C)C=O (DMF). Solvent: C1CCOC1 (THF). Run at time 2 hour. The product is FC1=C(C=CC=C1)C=1N=NN(C1C=O)C (4-(2-Fluorophenyl)-1-methyl-1H-1,2,3-triazole-5-carbaldehyde). RXN SMILES: [F:1][C:2]1[CH:7]=[CH:6][CH:5]=[CH:4][C:3]=1[C:8]1[N:9]=[N:10][N:11]([CH3:13])[CH:12]=1.C([Li])CCC.CN([CH:22]=[O:23])C>C1COCC1>[F:1][C:2]1[CH:7]=[CH:6][CH:5]=[CH:4][C:3]=1[C:8]1[N:9]=[N:10][N:11]([CH3:13])[C:12]=1[CH:22]=[O:23]. Procedure details: To a pre cooled (−70° C. to −78° C.) solution of 4-(2-fluorophenyl)-1-methyl-1H-1,2,3-triazole 3 (51 g, 287.84 mmol) under nitrogen atmosphere in THF (1200 ml) was added n-Butyllithium (138.16 ml, 345.41 mmol, 2.5M solution in hexane) and stirred for 2 h. Then DMF (1200 ml, 14794.844 mmol) was added and stirred at −78° C. for 30 min. The reaction was monitored by TLC and UPLC. The reaction mixture was slowly quenched with ice cold water (1000 ml) and the aqueous layer was extracted with ethyl ac... Reactants: CC=1C=C(C#N)C=CC1[N+](=O)[O-] (3-methyl-4-nitrobenzonitrile), Cl[Sn]Cl (SnCl2), C(=O)(O)[O-].[Na+] (NaHCO3), ice water. Solvent: CCO (EtOH), CCOC(=O)C (EtOAc). Run at time 2 hour. The product is NC1=C(C=C(C#N)C=C1)C (4-Amino-3-methyl benzonitrile). Yield: 70.7%. As a reaction SMILES: [CH3:1][C:2]1[CH:3]=[C:4]([CH:7]=[CH:8][C:9]=1[N+:10]([O-])=O)[C:5]#[N:6].Cl[Sn]Cl.C([O-])(O)=O.[Na+]>CCO.CCOC(C)=O>[NH2:10][C:9]1[CH:8]=[CH:7][C:4]([C:5]#[N:6])=[CH:3][C:2]=1[CH3:1] |f:2.3|. Procedure details: To a solution of 3-methyl-4-nitrobenzonitrile (2.0 g, 12.3 mmol) in 100 mL of EtOH is added SnCl2 (13.9 g, 61.7 mmol). The resulting solution is heated at reflux. After 2 h, the solution is cooled to ambient temperatures. The solution is poured into 150 mL of ice water. The pH of the solution is adjusted to >7 with a solution of saturated NaHCO3. The solution is diluted with EtOAc and the resulting mixture is filtered through Celite. The filtered solution is separated. The organic layer is dried...